From a dataset of the Open Reaction Database (ORD), a public repository of structured organic reaction records. describe an organic reaction: reactants, conditions, products, and yield The reactants are CCO, O=C1c2ccccc2C(=O)N1CCCCCS(=O)(=O)c1ccc(Cl)cc1, ClCCl, NN, O. Yields the product NCCCCCS(=O)(=O)c1ccc(Cl)cc1. Reaction SMILES: [CH3:27][CH2:28][OH:29].[Cl:1][c:2]1[cH:3][cH:4][c:5]([S:8](=[O:9])(=[O:10])[CH2:11][CH2:12][CH2:13][CH2:14][CH2:15][N:16]2[C:17](=[O:18])[c:19]3[cH:20][cH:21][cH:22][cH:23][c:24]3[C:25]2=[O:26])[cH:6][cH:7]1.[Cl:33][CH2:34][Cl:35].[NH2:31][NH2:32].[OH2:30]>>[Cl:1][c:2]1[cH:3][cH:4][c:5]([S:8](=[O:9])(=[O:10])[CH2:11][CH2:12][CH2:13][CH2:14][CH2:15][NH2:16])[cH:6][cH:7]1. The reactants are O1CC(CC(C1)=O)=O (2H-Pyran-3,5(4H,6H)-dione), BrC=1C=C(C=O)C=CC1F (3-bromo-4-fluoro-benzaldehyde), NC1=CC(NN1C)=O (5-amino-1-methyl-1,2-dihydropyrazol-3-one). Run in C(C)O (ethyl alcohol). The product is BrC=1C=C(C=CC1F)C1C2=C(NC3=C1C(NN3C)=O)COCC2=O (4-(3-bromo-4-fluorophenyl)-1-methyl-1,2,4,9-tetrahydropyrano[3,4-b]pyrazolo[4,3-e]pyridine-3,5(6H,8H)-dione). The yield is 46.5%. As a reaction SMILES: [O:1]1[CH2:6][C:5](=O)[CH2:4][C:3](=[O:8])[CH2:2]1.[Br:9][C:10]1[CH:11]=[C:12]([CH:15]=[CH:16][C:17]=1[F:18])[CH:13]=O.[NH2:19][C:20]1[N:24]([CH3:25])[NH:23][C:22](=[O:26])[CH:21]=1>C(O)C>[Br:9][C:10]1[CH:11]=[C:12]([CH:13]2[C:21]3[C:22](=[O:26])[NH:23][N:24]([CH3:25])[C:20]=3[NH:19][C:5]3[CH2:6][O:1][CH2:2][C:3](=[O:8])[C:4]2=3)[CH:15]=[CH:16][C:17]=1[F:18]. Procedure: 2H-Pyran-3,5(4H,6H)-dione (0.34 g, 3 mmol), 3-bromo-4-fluoro-benzaldehyde (0.61 g, 3 mmol), and 5-amino-1-methyl-1,2-dihydropyrazol-3-one (0.34 g, 3 mmol) in ethyl alcohol (6 mL) were heated at 80° C. for 2 days in a sealed tube. The reaction mixture was cooled and the resulting precipitate was filtered off to provide 0.55 g (46%) of the title compound as a tan solid. 1H NMR (300 MHz, DMSO-d6) δ 3.5 (s, 3H), 4.1 (s, 2H), 4.53 (q, 2H), 4.98 (s, 1H), 7.18 (m, 1H), 7.21 (t, 1H), 7.4 (dd, 1H), 9.65 ... The reactants are Br, C1CCOC1, Cc1ccncc1, CCCCCC, [Li]CCCC, CC(C)NC(C)C, N#Cc1ccccc1, O. The product is O=C(Cc1ccncc1)c1ccccc1. Reaction SMILES: [BrH:28].[CH2:29]1[CH2:32][CH2:31][CH2:30][O:33]1.[CH3:13][c:14]1[cH:15][cH:16][n:17][cH:18][cH:19]1.[CH3:34][CH2:35][CH2:36][CH2:37][CH2:38][CH3:39].[CH3:8][CH2:9][CH2:10][CH2:11][Li:12].[CH:1]([NH:2][CH:3]([CH3:4])[CH3:5])([CH3:6])[CH3:7].[N:20]#[C:21][c:22]1[cH:23][cH:24][cH:25][cH:26][cH:27]1.[OH2:40]>>[CH2:13]([c:14]1[cH:15][cH:16][n:17][cH:18][cH:19]1)[C:21]([c:22]1[cH:23][cH:24][cH:25][cH:26][cH:27]1)=[O:33]. Reactants: C1COCCO1, CC(C)OC(C)C, Cl, COC1(c2ccc(C(F)(F)F)cc2CN(Cc2cc(C(F)(F)F)cc(C(F)(F)F)c2)c2nnn(C)n2)CCN(C(=O)OC(C)(C)C)CC1. The product is COC1(c2ccc(C(F)(F)F)cc2CN(Cc2cc(C(F)(F)F)cc(C(F)(F)F)c2)c2nnn(C)n2)CCNCC1. RXN SMILES: [CH2:57]1[O:58][CH2:59][CH2:60][O:61][CH2:62]1.[CH:50]([O:51][CH:52]([CH3:53])[CH3:54])([CH3:55])[CH3:56].[ClH:49].[F:1][C:2]([c:3]1[cH:4][c:5]([CH2:6][N:7]([c:8]2[n:9][n:10][n:11]([CH3:13])[n:12]2)[CH2:14][c:15]2[c:16]([C:25]3([O:38][CH3:39])[CH2:26][CH2:27][N:28]([C:31]([O:32][C:33]([CH3:34])([CH3:35])[CH3:36])=[O:37])[CH2:29][CH2:30]3)[cH:17][cH:18][c:19]([C:21]([F:22])([F:23])[F:24])[cH:20]2)[cH:40][c:41]([C:43]([F:44])([F:45])[F:46])[cH:42]1)([F:47])[F:48]>>[F:1][C:2]([c:3]1[cH:4][c:5]([CH2:6][N:7]([c:8]2[n:9][n:10][n:11]([CH3:13])[n:12]2)[CH2:14][c:15]2[c:16]([C:25]3([O:38][CH3:39])[CH2:26][CH2:27][NH:28][CH2:29][CH2:30]3)[cH:17][cH:18][c:19]([C:21]([F:22])([F:23])[F:24])[cH:20]2)[cH:40][c:41]([C:43]([F:44])([F:45])[F:46])[cH:42]1)([F:47])[F:48].